This data is from the Open Reaction Database (ORD), a public repository of structured organic reaction records. The task is: describe an organic reaction: reactants, conditions, products, and yield Reactants: CC(C)=O, CC12CC(=O)C3C(CCC4CC(O)CCC43C)C1CCC2C(=O)CCOC(=O)CCl, [I-], [Na+]. Yields the product CC12CC(=O)C3C(CCC4CC(O)CCC43C)C1CCC2C(=O)CCOC(=O)CI. RXN SMILES: [CH3:33][C:34](=[O:35])[CH3:36].[Cl:1][CH2:2][C:3](=[O:4])[O:5][CH2:6][CH2:7][C:8]([CH:9]1[CH2:10][CH2:11][CH:12]2[CH:13]3[CH2:14][CH2:15][CH:16]4[CH2:17][CH:18]([OH:29])[CH2:19][CH2:20][C:21]4([CH3:22])[CH:23]3[C:24](=[O:28])[CH2:25][C:26]12[CH3:27])=[O:30].[I-:32].[Na+:31]>>[CH2:2]([C:3](=[O:4])[O:5][CH2:6][CH2:7][C:8]([CH:9]1[CH2:10][CH2:11][CH:12]2[CH:13]3[CH2:14][CH2:15][CH:16]4[CH2:17][CH:18]([OH:29])[CH2:19][CH2:20][C:21]4([CH3:22])[CH:23]3[C:24](=[O:28])[CH2:25][C:26]12[CH3:27])=[O:30])[I:32].